From a dataset of the Open Reaction Database (ORD), a public repository of structured organic reaction records. describe an organic reaction: reactants, conditions, products, and yield Reactants: C(#N)C1=C(C2=C(O1)C=CC(=C2)Cl)C2=CC=CC=C2 (2-cyano-5-chloro-3-phenylbenzo[b]furan), B#B (diborane), Cl (hydrochloric acid). Solvent: O1CCCC1 (tetrahydrofuran), O1CCCC1 (tetrahydrofuran). Yields the product Cl.NCC1=C(C2=C(O1)C=CC(=C2)Cl)C2=CC=CC=C2 (2-Aminomethyl-5-chloro-3-phenylbenzo[b]furan hydrochloride). As a reaction SMILES: [C:1]([C:3]1[O:7][C:6]2[CH:8]=[CH:9][C:10]([Cl:12])=[CH:11][C:5]=2[C:4]=1[C:13]1[CH:18]=[CH:17][CH:16]=[CH:15][CH:14]=1)#[N:2].B#B.Cl>O1CCCC1>[ClH:12].[NH2:2][CH2:1][C:3]1[O:7][C:6]2[CH:8]=[CH:9][C:10]([Cl:12])=[CH:11][C:5]=2[C:4]=1[C:13]1[CH:14]=[CH:15][CH:16]=[CH:17][CH:18]=1 |f:4.5|. Reported procedure: Treat 2.0 g. of 2-cyano-5-chloro-3-phenylbenzo[b]furan (0.008 mole) in 30 ml. of tetrahydrofuran with 18 ml. of diborane in tetrahydrofuran (1 M solution) and reflux for 2 hours. Cool, add 10 ml. of 10% hydrochloric acid and reflux for 1/2 hour. Evaporate the solution to dryness and dissolve the residue in 50 ml. of ethanol. Add 30 ml. of ethanol saturated with hydrogen chloride. Dry the precipitate obtained to yield the title compound; m.p. 254°-256°.